This data is from the Open Reaction Database (ORD), a public repository of structured organic reaction records. The task is: describe an organic reaction: reactants, conditions, products, and yield Reactants: NC(C(O)C1=CC(=CC=C1)Cl)CC1=CC(=CC=C1)OC(C(F)F)(F)F ((1RS,2SR)-2-amino-1-(3-chlorophenyl)-3-[3-(1,1,2,2-tetrafluoroethoxy)phenyl]propan-1-ol), C=1(C=CC=C2C1C=CCCC2)C(=O)O (6,7-dihydro-5H-benzo[a]cycloheptene-1-carboxylic acid), Cl.C(C)N=C=NCCCN(C)C (1-ethyl-3-(3-dimethylaminopropyl)carbodiimide hydrochloride), O.ON1N=NC2=C1C=CC=C2 (1-hydroxybenzotriazole hydrate). Solvent: O (water), C(C)#N (acetonitrile). Conditions: time 8 hour. The product is ClC=1C=C(C=CC1)C(C(CC1=CC(=CC=C1)OC(C(F)F)(F)F)NC(=O)C=1C=CC=C2C1C=CCCC2)O (N-{(1RS,2SR)-2-(3-chlorophenyl)-2-hydroxy-1-[3-(1,1,2,2-tetrafluoroethoxy)benzyl]ethyl}-6,7-dihydro-5H-benzo[a][7]annulene-1-carboxamide). Reaction SMILES: [NH2:1][CH:2]([CH2:12][C:13]1[CH:18]=[CH:17][CH:16]=[C:15]([O:19][C:20]([F:25])([F:24])[CH:21]([F:23])[F:22])[CH:14]=1)[CH:3]([C:5]1[CH:10]=[CH:9][CH:8]=[C:7]([Cl:11])[CH:6]=1)[OH:4].[C:26]1([C:37](O)=[O:38])[CH:27]=[CH:28][CH:29]=[C:30]2[CH2:36][CH2:35][CH2:34][CH:33]=[CH:32][C:31]=12.Cl.C(N=C=NCCCN(C)C)C.O.ON1C2C=CC=CC=2N=N1>C(#N)C.O>[Cl:11][C:7]1[CH:6]=[C:5]([CH:3]([OH:4])[CH:2]([NH:1][C:37]([C:26]2[CH:27]=[CH:28][CH:29]=[C:30]3[CH2:36][CH2:35][CH2:34][CH:33]=[CH:32][C:31]=23)=[O:38])[CH2:12][C:13]2[CH:18]=[CH:17][CH:16]=[C:15]([O:19][C:20]([F:25])([F:24])[CH:21]([F:23])[F:22])[CH:14]=2)[CH:10]=[CH:9][CH:8]=1 |f:2.3,4.5|. Procedure: To a solution of (1RS,2SR)-2-amino-1-(3-chlorophenyl)-3-[3-(1,1,2,2-tetrafluoroethoxy)phenyl]propan-1-ol (448 mg, 1.24 mmol) in acetonitrile (20 ml) were added 6,7-dihydro-5H-benzo[a]cycloheptene-1-carboxylic acid (234 mg, 1.24 mmol), 1-ethyl-3-(3-dimethylaminopropyl)carbodiimide hydrochloride (357 mg, 1.86 mmol) and 1-hydroxybenzotriazole hydrate (190 mg, 1.24 mmol), and the mixture was stirred overnight at room temperature. The reaction solution was diluted with water (100 ml) and extracted wi...